From a dataset of the Open Reaction Database (ORD), a public repository of structured organic reaction records. describe an organic reaction: reactants, conditions, products, and yield Reactants: Cl, O=CC1Cc2ccc(C(F)(F)F)cc2C1, CC(C)(O)c1nc2cc(Cl)ccc2n1C1CCC(N)CC1. The product is CC(C)(O)c1nc2cc(Cl)ccc2n1C1CCC(NCC2Cc3ccc(C(F)(F)F)cc3C2)CC1. Reaction SMILES: [ClH:1].[F:23][C:24]([c:25]1[cH:26][c:27]2[c:31]([cH:32][cH:33]1)[CH2:30][CH:29]([CH:34]=[O:35])[CH2:28]2)([F:36])[F:37].[NH2:2][CH:3]1[CH2:4][CH2:5][CH:6]([n:9]2[c:10]([C:19]([CH3:20])([CH3:21])[OH:22])[n:11][c:12]3[c:13]2[cH:14][cH:15][c:16]([Cl:18])[cH:17]3)[CH2:7][CH2:8]1>>[NH:2]([CH:3]1[CH2:4][CH2:5][CH:6]([n:9]2[c:10]([C:19]([CH3:20])([CH3:21])[OH:22])[n:11][c:12]3[c:13]2[cH:14][cH:15][c:16]([Cl:18])[cH:17]3)[CH2:7][CH2:8]1)[CH2:34][CH:29]1[CH2:28][c:27]2[cH:26][c:25]([C:24]([F:23])([F:36])[F:37])[cH:33][cH:32][c:31]2[CH2:30]1.